From a dataset of the Open Reaction Database (ORD), a public repository of structured organic reaction records. describe an organic reaction: reactants, conditions, products, and yield The reactants are [N+](=O)([O-])C=1C(=NC=C(C1)[N+](=O)[O-])NC1=C(C=CC=C1)F (3,5-dinitro-2-(2-fluoroanilino)pyridine), [OH-].[NH4+] (ammonium hydroxide). Solvent: C(C)O (ethanol). Yields the product FC1=C(NC2=NC=C(C=C2N)[N+](=O)[O-])C=CC=C1 (2-(2-fluoroanilino)-3-amino-5-nitropyridine). As a reaction SMILES: [N+:1]([C:4]1[C:5]([NH:13][C:14]2[CH:19]=[CH:18][CH:17]=[CH:16][C:15]=2[F:20])=[N:6][CH:7]=[C:8]([N+:10]([O-:12])=[O:11])[CH:9]=1)([O-])=O.[OH-].[NH4+]>C(O)C>[F:20][C:15]1[CH:16]=[CH:17][CH:18]=[CH:19][C:14]=1[NH:13][C:5]1[C:4]([NH2:1])=[CH:9][C:8]([N+:10]([O-:12])=[O:11])=[CH:7][N:6]=1 |f:1.2|. Procedure: A mixture of the product from Step A (1.0 g.) 15 ml. of ethanol and 5 ml. of concentrated ammonium hydroxide was warmed to 70° C. and hydrogen sulfide was bubbled in for 20 minutes. After cooling, the precipitate was collected and recrystallized from ethanol to give 2-(2-fluoroanilino)-3-amino-5-nitropyridine, m.p. 171°-172° C. Starting materials: CC(C=O)(C)N1C=NC(=C1)[N+](=O)[O-] (2-Methyl-2-(4-nitro-imidazol-1-yl)-propionaldehyde), N1CCOCC1 (morpholine). Yields the product CC(CN1CCOCC1)(C)N1C=NC(=C1)[N+](=O)[O-] (4-[2-Methyl-2-(4-nitro-imidazol-1-yl)-propyl]-morpholine). As a reaction SMILES: [CH3:1][C:2]([N:6]1[CH:10]=[C:9]([N+:11]([O-:13])=[O:12])[N:8]=[CH:7]1)([CH3:5])[CH:3]=O.[NH:14]1[CH2:19][CH2:18][O:17][CH2:16][CH2:15]1>>[CH3:1][C:2]([N:6]1[CH:10]=[C:9]([N+:11]([O-:13])=[O:12])[N:8]=[CH:7]1)([CH3:5])[CH2:3][N:14]1[CH2:19][CH2:18][O:17][CH2:16][CH2:15]1. Reported procedure: 2-Methyl-2-(4-nitro-imidazol-1-yl)-propionaldehyde was reacted with morpholine to provide the title compound: MS m/z 255.1 (M+1)